From a dataset of the Open Reaction Database (ORD), a public repository of structured organic reaction records. describe an organic reaction: reactants, conditions, products, and yield Starting materials: Cc1ccccc1, C=CC1(O)CCCCCCCCCCC1. Product: C=CC1=CCCCCCCCCCC1. Reaction SMILES: [CH3:16][c:17]1[cH:18][cH:19][cH:20][cH:21][cH:22]1.[CH:1](=[CH2:2])[C:3]1([OH:15])[CH2:4][CH2:5][CH2:6][CH2:7][CH2:8][CH2:9][CH2:10][CH2:11][CH2:12][CH2:13][CH2:14]1>>[CH:1](=[CH2:2])[C:3]1=[CH:4][CH2:5][CH2:6][CH2:7][CH2:8][CH2:9][CH2:10][CH2:11][CH2:12][CH2:13][CH2:14]1.